From a dataset of the Open Reaction Database (ORD), a public repository of structured organic reaction records. describe an organic reaction: reactants, conditions, products, and yield Reactants: C[Si](C)(C)C=[N+]=[N-], CO, Cl, NC1CCCC1C(=O)O, c1ccccc1. Yields the product Cl, COC(=O)C1CCCC1N. As a reaction SMILES: [CH3:11][Si:12]([CH:13]=[N+:14]=[N-:15])([CH3:16])[CH3:17].[CH3:24][OH:25].[ClH:1].[NH2:2][CH:3]1[CH:4]([C:8](=[O:9])[OH:10])[CH2:5][CH2:6][CH2:7]1.[cH:18]1[cH:19][cH:20][cH:21][cH:22][cH:23]1>>[ClH:1].[NH2:2][CH:3]1[CH:4]([C:8]([O:9][CH3:11])=[O:10])[CH2:5][CH2:6][CH2:7]1. Isolated yield 76.8%. RXN SMILES: [O:1]=[C:2]1[C:7]2[C:8]([C:18]3[CH:19]=[C:20]([C:23]([NH2:25])=[O:24])[S:21][CH:22]=3)=[N:9][N:10]([CH:11]3[CH2:16][CH2:15][C:14](=[O:17])[CH2:13][CH2:12]3)[C:6]=2[CH:5]=[CH:4][NH:3]1.[BH4-].[Na+].Cl>C1COCC1>[OH:17][C@H:14]1[CH2:15][CH2:16][C@H:11]([N:10]2[C:6]3[CH:5]=[CH:4][NH:3][C:2](=[O:1])[C:7]=3[C:8]([C:18]3[CH:19]=[C:20]([C:23]([NH2:25])=[O:24])[S:21][CH:22]=3)=[N:9]2)[CH2:12][CH2:13]1 |f:1.2|. Run at time 8 hour. The solvent is C1CCOC1 (THF). Yields the product O[C@@H]1CC[C@H](CC1)N1N=C(C=2C(NC=CC21)=O)C=2C=C(SC2)C(=O)N (4-(1-(trans-4-hydroxycyclohexyl)-4-oxo-4,5-dihydro-1H-pyrazolo[4,3-c]pyridin-3-yl)thiophene-2-carboxamide). Reactants: O=C1NC=CC2=C1C(=NN2C2CCC(CC2)=O)C=2C=C(SC2)C(=O)N (4-(4-oxo-1-(4-oxocyclohexyl)-4,5-dihydro-1H-pyrazolo[4,3-c]pyridin-3-yl)thiophene-2-carboxamide), [BH4-].[Na+] (sodium borohydride), Cl (hydrochloric acid). Procedure: To a solution of 4-(4-oxo-1-(4-oxocyclohexyl)-4,5-dihydro-1H-pyrazolo[4,3-c]pyridin-3-yl)thiophene-2-carboxamide (40.0 mg) obtained in Example 170 in THF was added sodium borohydride (8.49 mg) at 0° C., and the mixture was stirred overnight at room temperature under nitrogen atmosphere. To the reaction solution was added 1N hydrochloric acid at 0° C., and the mixture was extracted with ethyl acetate. The organic layer was washed with saturated aqueous sodium hydrogencarbonate solution and satura... The reactants are CCCC(=O)c1cnc2c(C=O)cccc2c1Nc1ccccc1C, COS(=O)(=O)[O-], C[S+](C)C, ClCCl, [Na+], [OH-], O. Product: CCCC(=O)c1cnc2c(C3CO3)cccc2c1Nc1ccccc1C. RXN SMILES: [C:1]([CH2:2][CH2:3][CH3:4])(=[O:5])[c:6]1[cH:7][n:8][c:9]2[c:10]([CH:24]=[O:25])[cH:11][cH:12][cH:13][c:14]2[c:15]1[NH:16][c:17]1[c:18]([CH3:23])[cH:19][cH:20][cH:21][cH:22]1.[CH3:26][O:27][S:28]([O-:29])(=[O:30])=[O:31].[CH3:32][S+:33]([CH3:34])[CH3:35].[Cl:38][CH2:39][Cl:40].[Na+:37].[OH-:36].[OH2:41]>>[C:1]([CH2:2][CH2:3][CH3:4])(=[O:5])[c:6]1[cH:7][n:8][c:9]2[c:10]([CH:24]3[O:25][CH2:26]3)[cH:11][cH:12][cH:13][c:14]2[c:15]1[NH:16][c:17]1[c:18]([CH3:23])[cH:19][cH:20][cH:21][cH:22]1. Reactants: ClC1=NC2=C(C(=CC=C2C=C1C=O)F)C (2-chloro-7-fluoro-8-methylquinoline-3-carbaldehyde), CC1=NC=CC=C1B1OC(C)(C)C(C)(C)O1 (2-methylpyridin-3-ylboronic acid pinacol ester), tetrakis-(triphenylphosphine)palladium(0), C(=O)([O-])[O-].[Na+].[Na+] (Na2CO3). Run in O (water), COCCOC (DME). Conditions: temperature 90 celsius. The product is FC1=CC=C2C=C(C(=NC2=C1C)C=1C(=NC=CC1)C)C=O (7-Fluoro-8-methyl-2-(2-methylpyridin-3-yl)quinoline-3-carbaldehyde). The yield is 90.5%. RXN SMILES: Cl[C:2]1[C:11]([CH:12]=[O:13])=[CH:10][C:9]2[C:4](=[C:5]([CH3:15])[C:6]([F:14])=[CH:7][CH:8]=2)[N:3]=1.[CH3:16][C:17]1[C:22](B2OC(C)(C)C(C)(C)O2)=[CH:21][CH:20]=[CH:19][N:18]=1.C([O-])([O-])=O.[Na+].[Na+]>O.COCCOC>[F:14][C:6]1[C:5]([CH3:15])=[C:4]2[C:9]([CH:10]=[C:11]([CH:12]=[O:13])[C:2]([C:22]3[C:17]([CH3:16])=[N:18][CH:19]=[CH:20][CH:21]=3)=[N:3]2)=[CH:8][CH:7]=1 |f:2.3.4|. Procedure details: A mixture of 2-chloro-7-fluoro-8-methylquinoline-3-carbaldehyde (8.0 g, 35.77 mmol), 2-methylpyridin-3-ylboronic acid pinacol ester (9.58 g, 39.35 mmol), tetrakis-(triphenylphosphine)palladium(0) (207 mg, 18 mmol) and Na2CO3 (5.69 g, 53.66 mmol) in water (50 mL) and DME (100 mL) was degassed and flushed three times with nitrogen gas, then heated at 90° C. for 24 h. The mixture was allowed to cool to room temperature. The reaction mixture was diluted with DCM (150 mL) and washed with water (150 m... Reactants: Cl (HCl), C(C)(C)(C)OC(=O)N[C@@H](C(=O)N1[C@H](C(=O)NCC2=C(C=CC(=C2)Cl)C2=NSN=C2Cl)CCC1)C1CCCCC1 (1-{(2R)-2-[(tert-butoxycarbonyl)amino]-2-cyclohexylethanoyl}-N-[5-chloro-2-(4-chloro-1,2,5-thiadiazol-3-yl)benzyl]-L-prolinamide). Run in C(Cl)Cl (CH2Cl2). Product: Cl.N[C@@H](C(=O)N1[C@H](C(=O)NCC2=C(C=CC(=C2)Cl)C2=NSN=C2)CCC1)C1CCCCC1 (1-[(2R)-2-Amino-2-cyclohexylethanoyl]-N-[5-chloro-2-(1,2,5-thiadiazol-3-yl)benzyl]-L-prolinamide hydrochloride). As a reaction SMILES: Cl.C(OC([NH:9][C@H:10]([CH:35]1[CH2:40][CH2:39][CH2:38][CH2:37][CH2:36]1)[C:11]([N:13]1[CH2:34][CH2:33][CH2:32][C@H:14]1[C:15]([NH:17][CH2:18][C:19]1[CH:24]=[C:23]([Cl:25])[CH:22]=[CH:21][C:20]=1[C:26]1[C:30](Cl)=[N:29][S:28][N:27]=1)=[O:16])=[O:12])=O)(C)(C)C>C(Cl)Cl>[ClH:25].[NH2:9][C@H:10]([CH:35]1[CH2:40][CH2:39][CH2:38][CH2:37][CH2:36]1)[C:11]([N:13]1[CH2:34][CH2:33][CH2:32][C@H:14]1[C:15]([NH:17][CH2:18][C:19]1[CH:24]=[C:23]([Cl:25])[CH:22]=[CH:21][C:20]=1[C:26]1[CH:30]=[N:29][S:28][N:27]=1)=[O:16])=[O:12] |f:3.4|. Procedure: HCl gas was bubbled through a stirred 0° C. solution of 1-{(2R)-2-[(tert-butoxycarbonyl)amino]-2-cyclohexylethanoyl}-N-[5-chloro-2-(4-chloro-1,2,5-thiadiazol-3-yl)benzyl]-L-prolinamide (41.1 mg, 0.07 mmol) in CH2Cl2 (1.0 mL) for 15 min. The solution was reduced in vacuo. The resulting solid was triturated with EtOAc and filtered. 1-[(2R)-2-Amino-2-cyclohexylethanoyl]-N-[5-chloro-2-(1,2,5-thiadiazol-3-yl)benzyl]-L-prolinamide hydrochloride was isolated as a solid. 1H NMR (CD3OD 400 MHz) δ 1.30 (m...